This data is from the Open Reaction Database (ORD), a public repository of structured organic reaction records. The task is: describe an organic reaction: reactants, conditions, products, and yield Reactants: COCCOC, NCCNc1ccc([N+](=O)[O-])c(N)c1, CS(=O)c1nc(N)nc(-c2ccco2)c1C#N. Product: N#Cc1c(NCCNc2ccc([N+](=O)[O-])c(N)c2)nc(N)nc1-c1ccco1. RXN SMILES: [CH3:32][O:33][CH2:34][CH2:35][O:36][CH3:37].[NH2:18][CH2:19][CH2:20][NH:21][c:22]1[cH:23][cH:24][c:25]([N+:29](=[O:30])[O-:31])[c:26]([NH2:28])[cH:27]1.[NH2:1][c:2]1[n:3][c:4]([S:15]([CH3:16])=[O:17])[c:5]([C:13]#[N:14])[c:6](-[c:8]2[o:9][cH:10][cH:11][cH:12]2)[n:7]1>>[NH2:1][c:2]1[n:3][c:4]([NH:18][CH2:19][CH2:20][NH:21][c:22]2[cH:23][cH:24][c:25]([N+:29](=[O:30])[O-:31])[c:26]([NH2:28])[cH:27]2)[c:5]([C:13]#[N:14])[c:6](-[c:8]2[o:9][cH:10][cH:11][cH:12]2)[n:7]1. The reactants are C1(=CC=C(C=C1)S(=O)(=O)O)C (p-toluenesulfonic acid), O1CCN(CC1)C1=NC(=NC(=N1)N1CCOCC1)N1C(CC(CC1(C)C)=O)(C)C (2,4-Dimorpholino-6-(4-oxo-2,2,6,6-tetramethylpiperidin-1-yl)-1,3,5-triazine), C(CCC)N (butylamine), O1CCN(CC1)C1=NC(=NC(=N1)N1CCOCC1)N1C(CC(CC1(C)C)=O)(C)C (2,4-Dimorpholino-6-(4-oxo-2,2,6,6-tetramethylpiperidin-1-yl)-1,3,5-triazine), C(C)(=O)OCC (ethyl acetate). The reagents and catalysts are [Pt] (platinum on charcoal). The solvent is CO (methanol). The product is O1CCN(CC1)C1=NC(=NC(=N1)N1CCOCC1)N1C(CC(CC1(C)C)NCCCC)(C)C (2,4-Bis-morpholino-6-(4-butylamino-2,2,6,6-tetramethylpiperidin-1-yl)-1,3,5-triazine). As a reaction SMILES: [O:1]1[CH2:6][CH2:5][N:4]([C:7]2[N:12]=[C:11]([N:13]3[CH2:18][CH2:17][O:16][CH2:15][CH2:14]3)[N:10]=[C:9]([N:19]3[C:24]([CH3:26])([CH3:25])[CH2:23][C:22](=O)[CH2:21][C:20]3([CH3:29])[CH3:28])[N:8]=2)[CH2:3][CH2:2]1.C(OCC)(=O)C.[CH2:36]([NH2:40])[CH2:37][CH2:38][CH3:39].C1(C)C=CC(S(O)(=O)=O)=CC=1>CO.[Pt]>[O:16]1[CH2:15][CH2:14][N:13]([C:11]2[N:12]=[C:7]([N:4]3[CH2:5][CH2:6][O:1][CH2:2][CH2:3]3)[N:8]=[C:9]([N:19]3[C:20]([CH3:29])([CH3:28])[CH2:21][CH:22]([NH:40][CH2:36][CH2:37][CH2:38][CH3:39])[CH2:23][C:24]3([CH3:26])[CH3:25])[N:10]=2)[CH2:18][CH2:17]1. Procedure: 12 g of 2,4-bis-morpholino-6-(4-oxo-2,2,6,6-tetramethylpiperidin-1-yl)-1,3,5-triazine (product from Example 21) are hydrogenated in 120 ml of methanol and 60 ml of ethyl acetate at 40° and a pressure of 80 bar with 5% platinum on charcoal as the catalyst in the presence of 6 g of butylamine and 0.25 g of p-toluenesulfonic acid until the reaction has ended. The reaction mixture is filtered and evaporated. After dissolving the residue in methylene chloride and washing with water, the organic phase...